Dataset: the Open Reaction Database (ORD), a public repository of structured organic reaction records. Task: describe an organic reaction: reactants, conditions, products, and yield The reactants are ice water, C(\C=C/C(=O)O)(=O)O (maleic acid), CN1CC2=C(C(NC1=S)C1=CC=CC=C1)C=CC=C2 (1,2,4,5-Tetrahydro-4-methyl-1-phenyl-3H-2,4-benzodiazepin-3-thione), [H-].[Na+] (sodium hydride), C(C)N(CCCCl)CC (3-diethylaminopropyl chloride). Run in CCOCC (ether), CC(=O)C (acetone), CN(C)C=O (DMF). Run at time 5 hour. Yields the product CN1CC2=C(C(N=C1SCCCN(CC)CC)C1=CC=CC=C1)C=CC=C2 (3-[(4,5-Dihydro-4-methyl-1-phenyl-1H-2,4-benzodiazepin-3-yl)thio]-N,N-diethylpropaneamine). Isolated yield 76.9%. RXN SMILES: [CH3:1][N:2]1[C:8](=[S:9])[NH:7][CH:6]([C:10]2[CH:15]=[CH:14][CH:13]=[CH:12][CH:11]=2)[C:5]2[CH:16]=[CH:17][CH:18]=[CH:19][C:4]=2[CH2:3]1.[H-].[Na+].[CH2:22]([N:24]([CH2:29][CH3:30])[CH2:25][CH2:26][CH2:27]Cl)[CH3:23].C(O)(=O)/C=C\C(O)=O>CN(C=O)C.CC(C)=O.CCOCC>[CH3:1][N:2]1[C:8]([S:9][CH2:27][CH2:26][CH2:25][N:24]([CH2:29][CH3:30])[CH2:22][CH3:23])=[N:7][CH:6]([C:10]2[CH:15]=[CH:14][CH:13]=[CH:12][CH:11]=2)[C:5]2[CH:16]=[CH:17][CH:18]=[CH:19][C:4]=2[CH2:3]1 |f:1.2|. Procedure: A solution of of 12 g (45 mmol) of 1,2,4,5-tetrahydro-4-methyl-1-phenyl-3H-2,4-benzodiazepin-3-thione of Example 152 in 100 mL of DMF was treated with 1.24 g (50 mmol) of sodium hydride at 70° and 7.5 g (50 mmol) of 3-diethylaminopropyl chloride was added dropwise at 70°. The reaction was stirred at 70° for five hours and then at room temperature for two days. The reaction was poured into 250 mL of ice water and extracted twice into ethyl acetate. The product was extracted into 150 mL of 2N HCl,... The product is Nc1ccccc1C(=O)CI. The reactants are CC#N, [I-], Nc1ccccc1C(=O)CCl, [Na+]. RXN SMILES: [CH3:14][C:15]#[N:16].[I-:12].[NH2:1][c:2]1[c:3]([C:8]([CH2:9][Cl:10])=[O:11])[cH:4][cH:5][cH:6][cH:7]1.[Na+:13]>>[NH2:1][c:2]1[c:3]([C:8]([CH2:9][I:12])=[O:11])[cH:4][cH:5][cH:6][cH:7]1. Reactants: FC(=C)C(C#CC(C)(C)C)O (2-fluoro-3-hydroxy-6,6-dimethylhept-1-ene-4-yne), Cl (hydrochloric acid). Run at time 5 hour. Product: ClCC(=CC#CC(C)(C)C)F (1-chloro-2-fluoro-6,6-dimethylhept-2-ene-4-yne). As a reaction SMILES: [F:1][C:2]([CH:4](O)[C:5]#[C:6][C:7]([CH3:10])([CH3:9])[CH3:8])=[CH2:3].[ClH:12]>>[Cl:12][CH2:3][C:2]([F:1])=[CH:4][C:5]#[C:6][C:7]([CH3:10])([CH3:9])[CH3:8]. Procedure details: Ten grams (0.064 mole) of 2-fluoro-3-hydroxy-6,6-dimethylhept-1-ene-4-yne was added 200 ml of concentrated hydrochloric acid, and the mixture was aged for 5 hours at room temperature with stirring. The reaction mixture was extracted with three 100 ml portions of diethylether. The organic layers were combined, washed once with 100 ml of a saturated aqueous sodium chloride solution and concentrated under reduced pressure. The resulting oily product was distilled under reduced pressure to obtain 5 ... Starting materials: NC(CO)(C)C (2-amino-2-methyl-1-propanol), C(C)(=O)O[BH-](OC(C)=O)OC(C)=O.[Na+] (sodium triacetoxyborohydride), ClC1=C2CNC(C2=C(C=C1)C=1N(C2=CC=C(C=C2C1)C=O)C(=O)OC(C)(C)C)=O (4-chloro-7-[1-(tert-butoxycarbonyl)-5-formylindol-2-yl]isoindolinone). Solvent: ClCCl (dichloromethane). Yields the product ClC1=C2CNC(C2=C(C=C1)C=1N(C2=CC=C(C=C2C1)CNC(CO)(C)C)C(=O)OC(C)(C)C)=O (4-chloro-7-(1-(tert-butoxycarbonyl)-5-[(2-hydroxy-1,1-dimethylethyl)aminomethyl]indol-2-yl)isoindolinone). Reaction SMILES: [Cl:1][C:2]1[CH:10]=[CH:9][C:8]([C:11]2[N:12]([C:22]([O:24][C:25]([CH3:28])([CH3:27])[CH3:26])=[O:23])[C:13]3[C:18]([CH:19]=2)=[CH:17][C:16]([CH:20]=O)=[CH:15][CH:14]=3)=[C:7]2[C:3]=1[CH2:4][NH:5][C:6]2=[O:29].[NH2:30][C:31]([CH3:35])([CH3:34])[CH2:32][OH:33].C(O[BH-](OC(=O)C)OC(=O)C)(=O)C.[Na+]>ClCCl>[Cl:1][C:2]1[CH:10]=[CH:9][C:8]([C:11]2[N:12]([C:22]([O:24][C:25]([CH3:27])([CH3:26])[CH3:28])=[O:23])[C:13]3[C:18]([CH:19]=2)=[CH:17][C:16]([CH2:20][NH:30][C:31]([CH3:35])([CH3:34])[CH2:32][OH:33])=[CH:15][CH:14]=3)=[C:7]2[C:3]=1[CH2:4][NH:5][C:6]2=[O:29] |f:2.3|. Procedure: In a similar manner to Step 1 of Example 56, 4-chloro-7-[1-(tert-butoxycarbonyl)-5-formylindol-2-yl]isoindolinone (20.0 mg, 0.0487 mmol) was dissolved in dichloromethane (0.5 mL). The solution was treated with 2-amino-2-methyl-1-propanol (18 mg, 0.20 mmol) and sodium triacetoxyborohydride (32 mg, 0.15 mmol) to obtain 4-chloro-7-(1-(tert-butoxycarbonyl)-5-[(2-hydroxy-1,1-dimethylethyl)aminomethyl]indol-2-yl)isoindolinone. Reaction conditions: temperature -78 celsius, time 20 minute. Run in C1CCOC1 (THF). Reported procedure: Intermediate 20 (100 mg 0.4 mmol) was dissolved in THF (10 ml) and this mixture was cooled to −78° C. under N2 atmosphere. n-BuLi (0.5 ml, 1.3 mmol) was added to the above mixture and stirred at same temperature for 20 mins Reaction mixture warmed to 0° C. and stirred for 2 hrs. After that trisopropyl borate (88 mg, 0.47 mmol) was added and stirred the reaction for 16 h at rt. Reaction mass quenched with 2N HCl worked it up (EtOAC/H2O) to afford the titled compound (110 mg) as a crude. It was us... Reactants: [Li]CCCC (n-BuLi), O1C=CC2=C1C=CC(=C2)C2=CC(=C(C(=O)N)C=C2)F (4-(Benzofuran-5-yl)-2-fluorobenzamide), B([O-])([O-])[O-] (borate). The yield is 92.0%. Reaction SMILES: [O:1]1[C:5]2[CH:6]=[CH:7][C:8]([C:10]3[CH:18]=[CH:17][C:13]([C:14]([NH2:16])=[O:15])=[C:12]([F:19])[CH:11]=3)=[CH:9][C:4]=2[CH:3]=[CH:2]1.[Li]CCCC.[B:25]([O-])([O-:27])[O-:26]>C1COCC1>[C:14]([C:13]1[CH:17]=[CH:18][C:10]([C:8]2[CH:7]=[CH:6][C:5]3[O:1][C:2]([B:25]([OH:27])[OH:26])=[CH:3][C:4]=3[CH:9]=2)=[CH:11][C:12]=1[F:19])(=[O:15])[NH2:16]. Yields the product C(N)(=O)C1=C(C=C(C=C1)C=1C=CC2=C(C=C(O2)B(O)O)C1)F (5-(4-carbamoyl-3-fluorophenyl)benzofuran-2-ylboronic acid). Starting materials: O=C([O-])[O-], CN, CC#N, Cl, O=C1C2=C(CCCC2)C(=O)N1c1cc(OC2CCCC2)c(Cl)cc1F, [K+], [K+], O=C=O. Yields the product CNC(=O)C1=C(C(=O)Nc2cc(OC3CCCC3)c(Cl)cc2F)CCCC1. As a reaction SMILES: [C:4](=[O:5])([O-:6])[O-:7].[CH3:2][NH2:3].[CH3:38][C:39]#[N:40].[ClH:1].[F:13][c:14]1[c:15]([N:27]2[C:28](=[O:37])[C:29]3=[C:30]([C:31]2=[O:32])[CH2:33][CH2:34][CH2:35][CH2:36]3)[cH:16][c:17]([O:21][CH:22]2[CH2:23][CH2:24][CH2:25][CH2:26]2)[c:18]([Cl:20])[cH:19]1.[K+:8].[K+:9].[O:10]=[C:11]=[O:12]>>[CH3:2][NH:3][C:31]([C:30]1=[C:29]([C:28]([NH:27][c:15]2[c:14]([F:13])[cH:19][c:18]([Cl:20])[c:17]([O:21][CH:22]3[CH2:23][CH2:24][CH2:25][CH2:26]3)[cH:16]2)=[O:37])[CH2:36][CH2:35][CH2:34][CH2:33]1)=[O:32]. Reactants: [Br-], COC(=O)c1nc(Br)ccc1OCCOc1ccccc1, C1COCCO1, CC1(C)OB(c2ccc3c(c2)NCCC3)OC1(C)C, CCCC[N+](CCCC)(CCCC)CCCC, CCOC(C)=O, [K+], [K+], O=C([O-])[O-], O, Cl[Pd]Cl, c1ccc(P(c2ccccc2)c2ccccc2)cc1, c1ccc(P(c2ccccc2)c2ccccc2)cc1. Yields the product COC(=O)c1nc(-c2ccc3c(c2)NCCC3)ccc1OCCOc1ccccc1. Reaction SMILES: [Br-:48].[Br:1][c:2]1[cH:3][cH:4][c:5]([O:12][CH2:13][CH2:14][O:15][c:16]2[cH:17][cH:18][cH:19][cH:20][cH:21]2)[c:6]([C:8](=[O:9])[O:10][CH3:11])[n:7]1.[CH2:66]1[O:67][CH2:68][CH2:69][O:70][CH2:71]1.[CH3:22][C:23]1([CH3:24])[C:25]([CH3:26])([CH3:27])[O:28][B:29]([c:30]2[cH:31][cH:32][c:33]3[c:38]([cH:39]2)[NH:37][CH2:36][CH2:35][CH2:34]3)[O:40]1.[CH3:49][CH2:50][CH2:51][CH2:52][N+:53]([CH2:54][CH2:55][CH2:56][CH3:57])([CH2:58][CH2:59][CH2:60][CH3:61])[CH2:62][CH2:63][CH2:64][CH3:65].[CH3:72][CH2:73][O:74][C:75]([CH3:76])=[O:77].[K+:41].[K+:42].[O-:43][C:44]([O-:45])=[O:46].[OH2:47].[Pd:78]([Cl:79])[Cl:80].[c:100]1([P:101]([c:102]2[cH:103][cH:104][cH:105][cH:106][cH:107]2)[c:108]2[cH:109][cH:110][cH:111][cH:112][cH:113]2)[cH:114][cH:115][cH:116][cH:117][cH:118]1.[c:81]1([P:82]([c:83]2[cH:84][cH:85][cH:86][cH:87][cH:88]2)[c:89]2[cH:90][cH:91][cH:92][cH:93][cH:94]2)[cH:95][cH:96][cH:97][cH:98][cH:99]1>>[c:2]1(-[c:30]2[cH:31][cH:32][c:33]3[c:38]([cH:39]2)[NH:37][CH2:36][CH2:35][CH2:34]3)[cH:3][cH:4][c:5]([O:12][CH2:13][CH2:14][O:15][c:16]2[cH:17][cH:18][cH:19][cH:20][cH:21]2)[c:6]([C:8](=[O:9])[O:10][CH3:11])[n:7]1. Starting materials: [Ca+2], [Cl-], [Cl-], Cl, Cc1ccc2c(c1)CC(=O)c1cc(F)ccc1S2, c1ccccc1. Product: Cc1ccc2c(c1)CC(Cl)c1cc(F)ccc1S2. RXN SMILES: [Ca+2:21].[Cl-:19].[Cl-:20].[ClH:22].[F:1][c:2]1[cH:3][cH:4][c:5]2[c:6]([cH:18]1)[C:7](=[O:17])[CH2:8][c:9]1[c:10]([cH:12][cH:13][c:14]([CH3:16])[cH:15]1)[S:11]2.[cH:23]1[cH:24][cH:25][cH:26][cH:27][cH:28]1>>[F:1][c:2]1[cH:3][cH:4][c:5]2[c:6]([cH:18]1)[CH:7]([Cl:19])[CH2:8][c:9]1[c:10]([cH:12][cH:13][c:14]([CH3:16])[cH:15]1)[S:11]2. Reactants: CCCCC (pentane), C(C)OP(=O)(OCC)CC[C@@]1(C[C@H](CC1)C1=CC=C(C=C1)CCCCCCCC)NC(OC(C)(C)C)=O (Tert-butyl (1R,3S)-1-(2-(diethoxyphosphoryl)ethyl)-3-(4-octylphenyl)cyclopentylcarbamate), O (Water), Br[Si](C)(C)C (Bromotrimethylsilane). Run in ClCCl (dichloromethane). Run at time 4 hour. Product: N[C@]1(C[C@H](CC1)C1=CC=C(C=C1)CCCCCCCC)CCP(O)(O)=O (2-((1R,3S)-1-amino-3-(4-octylphenyl)cyclopentyl)ethylphosphonic acid). Yield: 89.5%. As a reaction SMILES: C([O:3][P:4]([CH2:9][CH2:10][C@@:11]1([NH:30]C(=O)OC(C)(C)C)[CH2:15][CH2:14][C@H:13]([C:16]2[CH:21]=[CH:20][C:19]([CH2:22][CH2:23][CH2:24][CH2:25][CH2:26][CH2:27][CH2:28][CH3:29])=[CH:18][CH:17]=2)[CH2:12]1)([O:6]CC)=[O:5])C.Br[Si](C)(C)C.O.CCCCC>ClCCl>[NH2:30][C@:11]1([CH2:10][CH2:9][P:4](=[O:3])([OH:6])[OH:5])[CH2:15][CH2:14][C@H:13]([C:16]2[CH:21]=[CH:20][C:19]([CH2:22][CH2:23][CH2:24][CH2:25][CH2:26][CH2:27][CH2:28][CH3:29])=[CH:18][CH:17]=2)[CH2:12]1. Procedure details: Tert-butyl (1R,3S)-1-(2-(diethoxyphosphoryl)ethyl)-3-(4-octylphenyl)cyclopentylcarbamate (0.236 g, 0.439 mmol) was dissolved in dichloromethane (4.39 ml) under nitrogen to give a colorless solution. Bromotrimethylsilane (0.569 ml, 4.39 mmol) (Aldrich) was added and the reaction stirred for about 4 h. Solvents were removed under reduced pressure. Methanol (4 mL) and water (0.2 mL) were added and the solution was stirred for about 16 h. Solvents were removed under reduced pressure to give a brown ... Procedure details: This material was prepared from 3-hydroxy-4-nitrobenzoic acid (1b) (1 g, 5.46 mmol), HOBt (1 g, 7.4 mmol), DIC (1,3-diisopropylcarbodiimide, 1 mL, 6.4 mmol), and an amino polystyrene resin (1 g, 1.2 mmol) using a procedure similar to polystyrene resin (PS-2a). Yields the product [N+](=O)([O-])C1=C(C=CC=C1)O (Nitrophenol). Reactants: OC=1C=C(C(=O)O)C=CC1[N+](=O)[O-] (3-hydroxy-4-nitrobenzoic acid), C=1C=CC2=C(C1)N=NN2O (HOBt), CC(N=C=NC(C)C)C (DIC), amino polystyrene resin, polystyrene resin. Reaction SMILES: [OH:1][C:2]1[CH:3]=[C:4]([CH:8]=[CH:9][C:10]=1[N+:11]([O-:13])=[O:12])C(O)=O.C1C=CC2N(O)N=NC=2C=1.CC(C)N=C=NC(C)C>>[N+:11]([C:10]1[CH:9]=[CH:8][CH:4]=[CH:3][C:2]=1[OH:1])([O-:13])=[O:12].